The task is: describe an organic reaction: reactants, conditions, products, and yield. This data is from the Open Reaction Database (ORD), a public repository of structured organic reaction records. Reactants: COc1c(Cl)cc(NC(C)=O)c(OC)c1[N+](=O)[O-], CC(=O)O, [Fe], [H][H], O. Product: COc1c(Cl)cc(NC(C)=O)c(OC)c1N. Reaction SMILES: [C:4]([CH3:5])(=[O:6])[NH:7][c:8]1[c:9]([O:20][CH3:21])[c:10]([N+:17]([O-:18])=[O:19])[c:11]([O:15][CH3:16])[c:12]([Cl:14])[cH:13]1.[CH3:23][C:24](=[O:25])[OH:26].[Fe:22].[H:1][H:2].[OH2:3]>>[C:4]([CH3:5])(=[O:6])[NH:7][c:8]1[c:9]([O:20][CH3:21])[c:10]([NH2:17])[c:11]([O:15][CH3:16])[c:12]([Cl:14])[cH:13]1. Starting materials: C(C)OC(=O)C1=CC(=NN1)CCC (3-n-propylpyrazole-5-carboxylic acid ethyl ester), S(=O)(=O)(OCC)OCC (diethyl sulphate). RXN SMILES: [CH2:1]([O:3][C:4]([C:6]1[NH:10][N:9]=[C:8]([CH2:11][CH2:12][CH3:13])[CH:7]=1)=[O:5])[CH3:2].S(OCC)(O[CH2:18][CH3:19])(=O)=O>>[CH2:1]([O:3][C:4]([C:6]1[N:10]([CH2:18][CH3:19])[N:9]=[C:8]([CH2:11][CH2:12][CH3:13])[CH:7]=1)=[O:5])[CH3:2]. Product: C(C)OC(=O)C1=CC(=NN1CC)CCC (1-Ethyl-3-n-propylpyrazole-5-carboxylic acid ethyl ester), oil. Procedure details: This pyrazole was prepared from 3-n-propylpyrazole-5-carboxylic acid ethyl ester and diethyl sulphate, following the procedure described in Example 1, and was obtained as a colourless oil (72%). Rf 0.5 (silica; ethyl acetate, hexane; 1:1). The yield is 72.0%. The product is CC(C1OCC(C)(C)CO1)C1CCC2C3C=CC4=CC(=O)C5OC5C4(C)C3CCC12C. RXN SMILES: [C:41]([O:42][CH2:44][CH3:45])(=[O:43])[CH3:46].[CH3:35][CH2:36][CH2:37][CH2:38][CH2:39][CH3:40].[CH3:47][OH:48].[CH3:5][C:6]1([CH3:34])[CH2:7][O:8][CH:9]([CH:12]([CH3:13])[CH:14]2[CH2:15][CH2:16][CH:17]3[CH:18]4[CH:19]=[CH:20][C:21]5=[CH:22][C:23](=[O:33])[CH:24]=[CH:25][C:26]5([CH3:27])[CH:28]4[CH2:29][CH2:30][C:31]23[CH3:32])[O:10][CH2:11]1.[Na+:2].[OH-:1].[OH2:49].[OH:3][OH:4]>>[CH3:5][C:6]1([CH3:34])[CH2:7][O:8][CH:9]([CH:12]([CH3:13])[CH:14]2[CH2:15][CH2:16][CH:17]3[CH:18]4[CH:19]=[CH:20][C:21]5=[CH:22][C:23](=[O:33])[CH:24]6[CH:25]([C:26]5([CH3:27])[CH:28]4[CH2:29][CH2:30][C:31]23[CH3:32])[O:43]6)[O:10][CH2:11]1. The reactants are CCOC(C)=O, CCCCCC, CO, CC(C1OCC(C)(C)CO1)C1CCC2C3C=CC4=CC(=O)C=CC4(C)C3CCC12C, [Na+], [OH-], O, OO. Starting materials: CS(C)=O, COc1cc([N+](=O)[O-])c(OC)cc1Cl, [K+], [K+], C1CCN(C2CCNCC2)CC1, O=C([O-])[O-], O. Product: COc1cc([N+](=O)[O-])c(OC)cc1N1CCC(N2CCCCC2)CC1. As a reaction SMILES: [CH3:34][S:35]([CH3:36])=[O:37].[Cl:1][c:2]1[cH:3][c:4]([O:13][CH3:14])[c:5]([N+:10](=[O:11])[O-:12])[cH:6][c:7]1[O:8][CH3:9].[K+:15].[K+:16].[N:21]1([CH:27]2[CH2:28][CH2:29][NH:30][CH2:31][CH2:32]2)[CH2:22][CH2:23][CH2:24][CH2:25][CH2:26]1.[O-:17][C:18]([O-:19])=[O:20].[OH2:33]>>[c:2]1([N:30]2[CH2:29][CH2:28][CH:27]([N:21]3[CH2:22][CH2:23][CH2:24][CH2:25][CH2:26]3)[CH2:32][CH2:31]2)[cH:3][c:4]([O:13][CH3:14])[c:5]([N+:10](=[O:11])[O-:12])[cH:6][c:7]1[O:8][CH3:9]. Reactants: N([C@H](CC1=CN(C2=CC=CC=C12)C=O)C(=O)O)C(=O)OC(C)(C)C (Boc-D-Trp(CHO)-OH), Cl (HCl), NCCC(=O)OC (H-βAla-OMe). Run in CN(C)C=O (DMF). Product: N([C@H](CC1=CN(C2=CC=CC=C12)C=O)C(=O)NCCC(=O)OC)C(=O)OC(C)(C)C (Boc-D-Trp(CHO)-βAla-OMe). Isolated yield 69.8%. As a reaction SMILES: [NH:1]([C:18]([O:20][C:21]([CH3:24])([CH3:23])[CH3:22])=[O:19])[C@@H:2]([C:15](O)=[O:16])[CH2:3][C:4]1[C:12]2[C:7](=[CH:8][CH:9]=[CH:10][CH:11]=2)[N:6]([CH:13]=[O:14])[CH:5]=1.Cl.[NH2:26][CH2:27][CH2:28][C:29]([O:31][CH3:32])=[O:30]>CN(C=O)C>[NH:1]([C:18]([O:20][C:21]([CH3:23])([CH3:22])[CH3:24])=[O:19])[C@@H:2]([C:15]([NH:26][CH2:27][CH2:28][C:29]([O:31][CH3:32])=[O:30])=[O:16])[CH2:3][C:4]1[C:12]2[C:7](=[CH:8][CH:9]=[CH:10][CH:11]=2)[N:6]([CH:13]=[O:14])[CH:5]=1. Reported procedure: Boc-D-Trp(CHO)-OH (10.0 g), HCl.H-βAla-OMe (4.41 g) HOBt (4.47 g), WSCD (5.14 g) and DMF (100 ml) were reacted in a similar manner to that of Preparation 1-1) to give Boc-D-Trp(CHO)-βAla-OMe (8.77 g). mp: 134°-135° C. Rf: 0.54 (CHCl3 :MeOH=9:1) Starting materials: O=C1CCC(=O)N1Br, ClC(Cl)(Cl)Cl, Cc1cccc(-c2ccccc2F)c1. Yields the product Fc1ccccc1-c1cccc(CBr)c1. As a reaction SMILES: [Br:15][N:16]1[C:17](=[O:18])[CH2:19][CH2:20][C:21]1=[O:22].[C:23]([Cl:24])([Cl:25])([Cl:26])[Cl:27].[F:1][c:2]1[c:3](-[c:8]2[cH:9][c:10]([CH3:14])[cH:11][cH:12][cH:13]2)[cH:4][cH:5][cH:6][cH:7]1>>[F:1][c:2]1[c:3](-[c:8]2[cH:9][c:10]([CH2:14][Br:15])[cH:11][cH:12][cH:13]2)[cH:4][cH:5][cH:6][cH:7]1. Starting materials: CCCC[N+](CCCC)(CCCC)CCCC.[F-] (TBAF), C(#N)C=1C=C(C(=O)O)C=CC1OC(C)C (3-cyano-4-[(1-methylethyl)oxy]benzoic acid), FC=1C=C(C=C2C=C(NC12)CCC(=O)OCC)/C(=N/[H])/NO (Ethyl 3-{7-fluoro-5-[(Z)-(hydroxyamino)(imino)methyl]-1H-indol-2-yl}propanoate), C=1C=CC2=C(C1)N=NN2O (HOBT). Solvent: O1CCCC1 (tetrahydrofuran), C(CCl)Cl (EDC). Reaction conditions: time 0.5 hour. Product: C(#N)C=1C=C(C=CC1OC(C)C)C1=NC(=NO1)C=1C=C2C=C(NC2=C(C1)F)CCC(=O)OCC (Ethyl 3-[5-(5-{3-cyano-4-[(1-methylethyl)oxy]phenyl}-1,2,4-oxadiazol-3-yl)-7-fluoro-1H-indol-2-yl]propanoate). The yield is 53.3%. Reaction SMILES: [C:1]([C:3]1[CH:4]=[C:5]([CH:9]=[CH:10][C:11]=1[O:12][CH:13]([CH3:15])[CH3:14])[C:6]([OH:8])=O)#[N:2].C1C=CC2N(O)N=NC=2C=1.[F:26][C:27]1[CH:28]=[C:29](/[C:43](/[NH:46]O)=[N:44]/[H])[CH:30]=[C:31]2[C:35]=1[NH:34][C:33]([CH2:36][CH2:37][C:38]([O:40][CH2:41][CH3:42])=[O:39])=[CH:32]2.CCCC[N+](CCCC)(CCCC)CCCC.[F-]>O1CCCC1.C(Cl)CCl>[C:1]([C:3]1[CH:4]=[C:5]([C:6]2[O:8][N:44]=[C:43]([C:29]3[CH:30]=[C:31]4[C:35](=[C:27]([F:26])[CH:28]=3)[NH:34][C:33]([CH2:36][CH2:37][C:38]([O:40][CH2:41][CH3:42])=[O:39])=[CH:32]4)[N:46]=2)[CH:9]=[CH:10][C:11]=1[O:12][CH:13]([CH3:15])[CH3:14])#[N:2] |f:3.4|. Procedure details: To a solution of 3-cyano-4-[(1-methylethyl)oxy]benzoic acid (150 mg) in tetrahydrofuran (30 mL) stirred at room temperature was added EDC (280 mg) and HOBT (223 mg). The reaction mixture was stirred at room temperature for 0.5 h. Then ethyl 3-{7-fluoro-5-[(Z)-(hydroxyamino)(imino)methyl]-1H-indol-2-yl}propanoate (D163) (214 mg) was added. The reaction mixture was stirred at room temperature for an hour, and then TBAF (763 mg) was added. The reaction mixture was sealed and heated in Biotage Initi... Starting materials: BrC(Br)(Br)Br, OCc1cccc(OCc2ccccc2)c1, ClCCl, c1ccc(P(c2ccccc2)c2ccccc2)cc1. The product is BrCc1cccc(OCc2ccccc2)c1. RXN SMILES: [C:17]([Br:18])([Br:19])([Br:20])[Br:21].[CH2:1]([c:2]1[cH:3][cH:4][cH:5][cH:6][cH:7]1)[O:8][c:9]1[cH:10][c:11]([CH2:12][OH:13])[cH:14][cH:15][cH:16]1.[Cl:41][CH2:42][Cl:43].[c:22]1([P:23]([c:24]2[cH:25][cH:26][cH:27][cH:28][cH:29]2)[c:30]2[cH:31][cH:32][cH:33][cH:34][cH:35]2)[cH:36][cH:37][cH:38][cH:39][cH:40]1>>[CH2:1]([c:2]1[cH:3][cH:4][cH:5][cH:6][cH:7]1)[O:8][c:9]1[cH:10][c:11]([CH2:12][Br:18])[cH:14][cH:15][cH:16]1. Reactants: C1=CC=CC2=C1C1=C3C=CC=CC3=C(C=C1C1=CC=CC=C21)B(O)O (10-benzo[g]chryseneboronic acid), BrC=1C=C(C=CC1)I (3-bromoiodobenzene), C1(=CC=CC=C1)C (toluene), C([O-])([O-])=O.[Na+].[Na+] (sodium carbonate). Reagents/catalysts: C=1C=CC(=CC1)[P](C=2C=CC=CC2)(C=3C=CC=CC3)[Pd]([P](C=4C=CC=CC4)(C=5C=CC=CC5)C=6C=CC=CC6)([P](C=7C=CC=CC7)(C=8C=CC=CC8)C=9C=CC=CC9)[P](C=1C=CC=CC1)(C=1C=CC=CC1)C=1C=CC=CC1 (tetrakis(triphenylphosphine)palladium). Solvent: CO (methanol), O (water), C(OC)COC (dimethoxyethane). Run at time 8 hour. The product is BrC=1C=C(C=CC1)C=1C=C2C3=CC=CC=C3C3=C(C2=C2C=CC=CC12)C=CC=C3 (10-(3-bromophenyl)benzo[g]chrysene). Isolated yield 34.2%. Reaction SMILES: [CH:1]1[C:6]2[C:7]3[C:16]([C:17]4[C:22]([C:5]=2[CH:4]=[CH:3][CH:2]=1)=[CH:21][CH:20]=[CH:19][CH:18]=4)=[CH:15][C:14](B(O)O)=[C:13]1[C:8]=3[CH:9]=[CH:10][CH:11]=[CH:12]1.[Br:26][C:27]1[CH:28]=[C:29](I)[CH:30]=[CH:31][CH:32]=1.C1(C)C=CC=CC=1.C(=O)([O-])[O-].[Na+].[Na+]>C1C=CC([P]([Pd]([P](C2C=CC=CC=2)(C2C=CC=CC=2)C2C=CC=CC=2)([P](C2C=CC=CC=2)(C2C=CC=CC=2)C2C=CC=CC=2)[P](C2C=CC=CC=2)(C2C=CC=CC=2)C2C=CC=CC=2)(C2C=CC=CC=2)C2C=CC=CC=2)=CC=1.CO.O.C(COC)OC>[Br:26][C:27]1[CH:28]=[C:29]([C:14]2[CH:15]=[C:16]3[C:7](=[C:8]4[C:13]=2[CH:12]=[CH:11][CH:10]=[CH:9]4)[C:6]2[CH:1]=[CH:2][CH:3]=[CH:4][C:5]=2[C:22]2[C:17]3=[CH:18][CH:19]=[CH:20][CH:21]=2)[CH:30]=[CH:31][CH:32]=1 |f:3.4.5,^1:50,52,71,90|. Procedure details: In argon atmosphere, a mixture of 5.00 g (15.52 mmol) of 10-benzo[g]chryseneboronic acid, 4.39 g (15.52 mmol) of 3-bromoiodobenzene, 0.90 g (0.78 mmol) of tetrakis(triphenylphosphine)palladium (0), 30 ml of toluene, 30 ml of dimethoxyethane, and 23.28 g of a 2 M sodium carbonate aqueous solution was refluxed for 8 h under stirring and left standing overnight. The reaction mixture was added with water and stirred at room temperature for one hour. After adding methanol, the solid matter was collec... Starting materials: CN1C(=NC(=C1)S(=O)(=O)N)C (1,2-Dimethyl-1H-imidazole-4-sulfonic acid amide), C1(CCCCC1)P(C1=C(C=CC=C1)C1=C(C=C(C=C1C(C)C)C(C)C)C(C)C)C1CCCCC1 (2-dicyclohexylphosphino-2′,4′,6′-tri-isopropyl-1,1′-biphenyl), C([O-])([O-])=O.[Cs+].[Cs+] (cesium carbonate), C(C)OC([C@@H](C)OC1=NC(=NC(=C1)Cl)SCC1=C(C(=CC=C1)F)F)=O (2-[[6-chloro-2-[[(2,3-difluorophenyl)methyl]thio]-4-pyrimidinyl]oxy]-(2R)-propanoic acid ethyl ester), product. The reagents and catalysts are C=1C=CC(=CC1)/C=C/C(=O)/C=C/C2=CC=CC=C2.C=1C=CC(=CC1)/C=C/C(=O)/C=C/C2=CC=CC=C2.C=1C=CC(=CC1)/C=C/C(=O)/C=C/C2=CC=CC=C2.[Pd].[Pd] (tris(dibenzylideneacetone)dipalladium). The solvent is O1CCOCC1 (dioxane). Yields the product FC1=C(CSC2=NC(=CC(=N2)O[C@@H](C(=O)OCC)C)NS(=O)(=O)C=2N=C(N(C2)C)C)C=CC=C1F (Ethyl (2R)-2-[(2-[(2,3-difluorobenzyl)thio]-6-{[(1,2-dimethyl-1H-imidazol-4-yl)sulfonyl]amino}pyrimidin-4-yl)oxy]propanoate). RXN SMILES: [CH3:1][N:2]1[CH:6]=[C:5]([S:7]([NH2:10])(=[O:9])=[O:8])[N:4]=[C:3]1[CH3:11].C1(P(C2CCCCC2)C2C=CC=CC=2C2C(C(C)C)=CC(C(C)C)=CC=2C(C)C)CCCCC1.C(=O)([O-])[O-].[Cs+].[Cs+].[CH2:52]([O:54][C:55](=[O:76])[C@H:56]([O:58][C:59]1[CH:64]=[C:63](Cl)[N:62]=[C:61]([S:66][CH2:67][C:68]2[CH:73]=[CH:72][CH:71]=[C:70]([F:74])[C:69]=2[F:75])[N:60]=1)[CH3:57])[CH3:53]>C1C=CC(/C=C/C(/C=C/C2C=CC=CC=2)=O)=CC=1.C1C=CC(/C=C/C(/C=C/C2C=CC=CC=2)=O)=CC=1.C1C=CC(/C=C/C(/C=C/C2C=CC=CC=2)=O)=CC=1.[Pd].[Pd].O1CCOCC1>[F:75][C:69]1[C:70]([F:74])=[CH:71][CH:72]=[CH:73][C:68]=1[CH2:67][S:66][C:61]1[N:60]=[C:59]([O:58][C@H:56]([CH3:57])[C:55]([O:54][CH2:52][CH3:53])=[O:76])[CH:64]=[C:63]([NH:10][S:7]([C:5]2[N:4]=[C:3]([CH3:11])[N:2]([CH3:1])[CH:6]=2)(=[O:9])=[O:8])[N:62]=1 |f:2.3.4,6.7.8.9.10|. Procedure: The subtitle compound was prepared according to the procedure outlined in example 1 step (iv) using a mixture of 1,2-Dimethyl-1H-imidazole-4-sulfonic acid amide (0.19 g), tris(dibenzylideneacetone)dipalladium (0) (56 mg), 2-dicyclohexylphosphino-2′,4′,6′-tri-isopropyl-1,1′-biphenyl (XPHOS) (41 mg), cesium carbonate (0.32 g), 2-[[6-chloro-2-[[(2,3-difluorophenyl)methyl]thio]-4-pyrimidinyl]oxy]-(2R)-propanoic acid ethyl ester (the product of example 11 step i) (0.24 g) and dioxane (20 mL). Purific...